This data is from the Open Reaction Database (ORD), a public repository of structured organic reaction records. The task is: describe an organic reaction: reactants, conditions, products, and yield The reactants are ClCCCCCOC1=C(C=CC=C1)/C=C/C(CCC1=CC=C(C(=O)OC)C=C1)CC1=CC=C(C=C1)C(=O)OC (Methyl 4-{(4E)-5-{2-[(5-chloropentyl)oxy]phenyl}-3-[4-(methoxycarbonyl)benzyl]pent-4-en-1-yl}benzoate), O1C(NCC1)=O (2-oxazolidinone), [H-].[Na+] (sodium hydride), ice, [Cl-].[NH4+] (ammonium chloride). Solvent: CN(C)C=O (DMF), CN(C)C=O (DMF). Reaction conditions: time 45 minute. The product is COC(=O)C1=CC=C(CC(CCC2=CC=C(C(=O)OC)C=C2)\C=C\C2=C(C=CC=C2)OCCCCCN2C(OCC2)=O)C=C1 (Methyl 4-[(4E)-3-[4-(methoxycarbonyl)benzyl]-5-(2-{[5-(2-oxo-1,3-oxazolidin-3-yl)pentyl]oxy}-phenyl)pent-4-en-1-yl]benzoate). RXN SMILES: [O:1]1[CH2:5][CH2:4][NH:3][C:2]1=[O:6].[H-].[Na+].Cl[CH2:10][CH2:11][CH2:12][CH2:13][CH2:14][O:15][C:16]1[CH:21]=[CH:20][CH:19]=[CH:18][C:17]=1/[CH:22]=[CH:23]/[CH:24]([CH2:37][C:38]1[CH:43]=[CH:42][C:41]([C:44]([O:46][CH3:47])=[O:45])=[CH:40][CH:39]=1)[CH2:25][CH2:26][C:27]1[CH:36]=[CH:35][C:30]([C:31]([O:33][CH3:34])=[O:32])=[CH:29][CH:28]=1.[Cl-].[NH4+]>CN(C=O)C>[CH3:47][O:46][C:44]([C:41]1[CH:40]=[CH:39][C:38]([CH2:37][CH:24](/[CH:23]=[CH:22]/[C:17]2[CH:18]=[CH:19][CH:20]=[CH:21][C:16]=2[O:15][CH2:14][CH2:13][CH2:12][CH2:11][CH2:10][N:3]2[CH2:4][CH2:5][O:1][C:2]2=[O:6])[CH2:25][CH2:26][C:27]2[CH:36]=[CH:35][C:30]([C:31]([O:33][CH3:34])=[O:32])=[CH:29][CH:28]=2)=[CH:43][CH:42]=1)=[O:45] |f:1.2,4.5|. Procedure: A solution of 16.7 mg (0.19 mmol) of 2-oxazolidinone [CAS Reg. No. 497-25-6] is initially charged in 1.0 ml of dry DMF, and 7.9 mg (0.196 mmol) of sodium hydride (60% in paraffin oil) are added. The mixture is stirred at room temperature for 45 min. The reaction solution is then cooled to 0° C. and a solution of 30 mg (0.055 mmol) of methyl 4-{(4E)-5-{2-[(5-chloropentyl)oxy]phenyl}-3-[4-(methoxycarbonyl)benzyl]pent-4-en-1-yl}benzoate (racemate; Example 32A) in 0.5 ml of dry DMF is added. The mix...